Dataset: the Open Reaction Database (ORD), a public repository of structured organic reaction records. Task: describe an organic reaction: reactants, conditions, products, and yield Reactants: CCOC(=O)c1c(SCC)nc2cc(F)ccc2c1C, CCO, CNC, [K+], [K+], O=C([O-])[O-]. Yields the product CCOC(=O)c1c(SCC)nc2cc(N(C)C)ccc2c1C. RXN SMILES: [CH2:10]([CH3:11])[O:12][C:13](=[O:14])[c:15]1[c:16]([S:27][CH2:28][CH3:29])[n:17][c:18]2[cH:19][c:20]([F:26])[cH:21][cH:22][c:23]2[c:24]1[CH3:25].[CH3:30][CH2:31][OH:32].[CH3:7][NH:8][CH3:9].[K+:1].[K+:2].[O-:3][C:4]([O-:5])=[O:6]>>[CH3:7][N:8]([CH3:9])[c:20]1[cH:19][c:18]2[n:17][c:16]([S:27][CH2:28][CH3:29])[c:15]([C:13]([O:12][CH2:10][CH3:11])=[O:14])[c:24]([CH3:25])[c:23]2[cH:22][cH:21]1. Conditions: temperature 200 celsius, time 30 minute. The reactants are COC=1C=C(C2=C(C=C(O2)C2=CC=C(C=C2)OC)C1)C(=O)O (5-Methoxy-2-(4-methoxy-phenyl)-benzofuran-7-carboxylic acid), Cl.N1=CC=CC=C1 (pyridine-HCl), Cl (HCl). Yields the product OC=1C=C(C2=C(C=C(O2)C2=CC=C(C=C2)O)C1)C(=O)O (5-Hydroxy-2-(4-hydroxy-phenyl)-benzofuran-7-carboxylic acid). RXN SMILES: C[O:2][C:3]1[CH:4]=[C:5]([C:20]([OH:22])=[O:21])[C:6]2[O:10][C:9]([C:11]3[CH:16]=[CH:15][C:14]([O:17]C)=[CH:13][CH:12]=3)=[CH:8][C:7]=2[CH:19]=1.Cl.N1C=CC=CC=1.Cl>>[OH:2][C:3]1[CH:4]=[C:5]([C:20]([OH:22])=[O:21])[C:6]2[O:10][C:9]([C:11]3[CH:16]=[CH:15][C:14]([OH:17])=[CH:13][CH:12]=3)=[CH:8][C:7]=2[CH:19]=1 |f:1.2|. Procedure: To acid 23 (0.075 g, 0.250 mmole) was added pyridine-HCl (5.1 g, 43.3 mmole). After stirring at 200° C. for 30 minutes, the mixture was cooled to rt, poured into 2N HCl aq. and extracted with ethyl acetate. The combined organic phases were washed with saturated sodium bicarbonate, water, brine, and dried with magnesiumsulfate. The organic phases were concentrated and the residue was loaded on to silica gel and chromatographed with silica gel (hexanes:ethyl acetate, 1:1) to afford 0.052 g (77%) o... Isolated yield 77.0%. Yields the product CCc1cc(C)cc(CC)c1CCl. Reaction SMILES: [CH2:1]([CH3:2])[c:3]1[c:4]([CH2:5][OH:6])[c:7]([CH2:12][CH3:13])[cH:8][c:9]([CH3:11])[cH:10]1.[CH3:18][c:19]1[cH:20][cH:21][cH:22][cH:23][cH:24]1.[S:14]([Cl:15])([Cl:16])=[O:17]>>[CH2:1]([CH3:2])[c:3]1[c:4]([CH2:5][Cl:16])[c:7]([CH2:12][CH3:13])[cH:8][c:9]([CH3:11])[cH:10]1. Reactants: CCc1cc(C)cc(CC)c1CO, Cc1ccccc1, O=S(Cl)Cl. As a reaction SMILES: C(OC([N:8]1[C:12]2=[C:13]([Cl:25])[N:14]=[CH:15][C:16]([C:17]([N:19]3[CH2:24][CH2:23][O:22][CH2:21][CH2:20]3)=[O:18])=[C:11]2[C:10]([CH3:26])=[CH:9]1)=O)(C)(C)C.[Br:27][C:28]1[CH:29]=[C:30]([CH:32]=[CH:33][CH:34]=1)[NH2:31].CS(O)(=O)=O>O1CCOCC1.CO>[ClH:25].[Br:27][C:28]1[CH:29]=[C:30]([NH:31][C:13]2[N:14]=[CH:15][C:16]([C:17]([N:19]3[CH2:20][CH2:21][O:22][CH2:23][CH2:24]3)=[O:18])=[C:11]3[C:10]([CH3:26])=[CH:9][NH:8][C:12]=23)[CH:32]=[CH:33][CH:34]=1 |f:5.6|. Procedure details: A mixture of 7-chloro-3-methyl-4-(1-morpholin-4-yl-methanoyl)-pyrrolo[2,3-c]pyridine-1-carboxylic acid tert-butyl ester, 3-bromoaniline (56 μl), and methanesulfonic acid (33 μl) in 1,4-dioxane (2 ml) was heated under microwave conditions at 180° C. for 30 minutes. The solid mass obtained was dissolved in methanol, transferred to a round bottom flask and evaporated. The residue was dissolved in ethyl acetate and washed with 5% sodium hydrogen carbonate solution and water. The organic layer was dr... Run at temperature 180 celsius. The reactants are C(C)(C)(C)OC(=O)N1C=C(C=2C1=C(N=CC2C(=O)N2CCOCC2)Cl)C (7-chloro-3-methyl-4-(1-morpholin-4-yl-methanoyl)-pyrrolo[2,3-c]pyridine-1-carboxylic acid tert-butyl ester), BrC=1C=C(N)C=CC1 (3-bromoaniline), CS(=O)(=O)O (methanesulfonic acid). The product is Cl.BrC=1C=C(C=CC1)NC=1N=CC(=C2C1NC=C2C)C(=O)N2CCOCC2 (1-[7-(3-Bromo-phenylamino)-3-methyl-1H-pyrrolo[2,3-c]pyridin-4-yl]-1-morpholin-4-yl-methanone hydrochloride salt). Solvent: O1CCOCC1 (1,4-dioxane), CO (methanol). Run in C(C)(=O)OCC.CCCCCC (ethyl acetate hexane). Procedure: The methyl 3-(2,4-dimethoxy-5-propionylphenyl)octanoate prepared as described in step (i) above was hydrolyzed in a similar manner to that described in Preparation 7 to give the title compound as crystals, melting at 92.5°-94° C. (from ethyl acetate-hexane). Yields the product COC1=C(C=C(C(=C1)OC)C(CC)=O)C(CC(=O)O)CCCCC (3-(2,4-Dimethoxy-5-propionylphenyl)octanoic acid). Starting materials: COC1=C(C=C(C(=C1)OC)C(CC)=O)C(CC(=O)OC)CCCCC (methyl 3-(2,4-dimethoxy-5-propionylphenyl)octanoate). RXN SMILES: [CH3:1][O:2][C:3]1[CH:8]=[C:7]([O:9][CH3:10])[C:6]([C:11](=[O:14])[CH2:12][CH3:13])=[CH:5][C:4]=1[CH:15]([CH2:21][CH2:22][CH2:23][CH2:24][CH3:25])[CH2:16][C:17]([O:19]C)=[O:18]>C(OCC)(=O)C.CCCCCC>[CH3:1][O:2][C:3]1[CH:8]=[C:7]([O:9][CH3:10])[C:6]([C:11](=[O:14])[CH2:12][CH3:13])=[CH:5][C:4]=1[CH:15]([CH2:21][CH2:22][CH2:23][CH2:24][CH3:25])[CH2:16][C:17]([OH:19])=[O:18] |f:1.2|. The reactants are OC1=CC=C(C=C1)C=1COC2=CC(=CC=C2C1C1=CC=C(C=C1)OC)O (3-(4-hydroxyphenyl)-4-(4-methoxyphenyl)-2H-chromen-7-ol), Pd Al2O3, C(C)O (ethanol), ( IV ). Product: OC1=CC=C(C=C1)C1COC2=C(C(=CC=C2C1C1=CC=C(C=C1)OC)O)C (3-(4-hydroxyphenyl)-4-(4-methoxyphenyl)-8-methyl-3,4-dihydro-2H -chromen-7-ol). As a reaction SMILES: [OH:1][C:2]1[CH:7]=[CH:6][C:5]([C:8]2[CH2:9][O:10][C:11]3[C:16]([C:17]=2[C:18]2[CH:23]=[CH:22][C:21]([O:24][CH3:25])=[CH:20][CH:19]=2)=[CH:15][CH:14]=[C:13]([OH:26])[CH:12]=3)=[CH:4][CH:3]=1.[CH2:27](O)C>>[OH:1][C:2]1[CH:3]=[CH:4][C:5]([CH:8]2[CH:17]([C:18]3[CH:23]=[CH:22][C:21]([O:24][CH3:25])=[CH:20][CH:19]=3)[C:16]3[C:11](=[C:12]([CH3:27])[C:13]([OH:26])=[CH:14][CH:15]=3)[O:10][CH2:9]2)=[CH:6][CH:7]=1. Reported procedure: 2.5 g of the product of step 8, 10% Pd/Al2O3 0.4 g and 50 ml of ethanol were combined in a 2-neck 100 ml round bottom flask. The reaction was hydrogenated at low pressure using standard conditions for 3 hours. The reaction was filtered through Celite to remove the catalyst, rinsed through with ethanol (100 ml). The filtrate was concentrated to ˜15 ml before being poured into chilled, stirred water (300 mL). A pale orange precipitate formed which then formed a brown oil. The mixture was then extr...